describe an organic reaction: reactants, conditions, products, and yield From a dataset of the Open Reaction Database (ORD), a public repository of structured organic reaction records. Reactants: Cc1nc(Br)ccc1N, CS(=O)[O-], CS(C)=O, [Na+], O. The product is Cc1nc(S(C)(=O)=O)ccc1N. As a reaction SMILES: [Br:1][c:2]1[cH:3][cH:4][c:5]([NH2:9])[c:6]([CH3:8])[n:7]1.[CH3:10][S:11](=[O:12])[O-:13].[CH3:16][S:17]([CH3:18])=[O:19].[Na+:14].[OH2:15]>>[c:2]1([S:11]([CH3:10])(=[O:12])=[O:13])[cH:3][cH:4][c:5]([NH2:9])[c:6]([CH3:8])[n:7]1. The reactants are C(C#C)NC(OC(C)(C)C)=O (tert-Butyl prop-2-ynylcarbamate), ClC1=NC(=NC(=C1I)C)N (4-chloro-5-iodo-6-methylpyrimidin-2-amine). Reagents/catalysts: Cl[Pd]([P](C1=CC=CC=C1)(C2=CC=CC=C2)C3=CC=CC=C3)([P](C4=CC=CC=C4)(C5=CC=CC=C5)C6=CC=CC=C6)Cl (bis(triphenylphosphine)palladium(II) chloride). The solvent is TEA. Run at temperature 70 celsius, time 16 hour. Yields the product NC1=NC(=C(C(=N1)Cl)C#CCNC(OC(C)(C)C)=O)C (tert-Butyl 3-(2-amino-4-chloro-6-methylpyrimidin-5-yl)prop-2-ynylcarbamate). Isolated yield 46.9%. As a reaction SMILES: [CH2:1]([NH:4][C:5](=[O:11])[O:6][C:7]([CH3:10])([CH3:9])[CH3:8])[C:2]#[CH:3].[Cl:12][C:13]1[C:18](I)=[C:17]([CH3:20])[N:16]=[C:15]([NH2:21])[N:14]=1>Cl[Pd](Cl)([P](C1C=CC=CC=1)(C1C=CC=CC=1)C1C=CC=CC=1)[P](C1C=CC=CC=1)(C1C=CC=CC=1)C1C=CC=CC=1>[NH2:21][C:15]1[N:14]=[C:13]([Cl:12])[C:18]([C:3]#[C:2][CH2:1][NH:4][C:5](=[O:11])[O:6][C:7]([CH3:8])([CH3:10])[CH3:9])=[C:17]([CH3:20])[N:16]=1 |^1:24,43|. Procedure details: tert-Butyl prop-2-ynylcarbamate (3.11 g), 4-chloro-5-iodo-6-methylpyrimidin-2-amine (1.8 g) and bis(triphenylphosphine)palladium(II) chloride (0.469 g) were combined in TEA (100 mL). The reaction mixture was purged with nitrogen gas for 3 min then copper(I) iodide (0.254 g) added. The resulting mixture was stirred at 70° C. for 16 h, then cooled to rt and filtered. The filtrate was washed with water and brine, dried and the solvents evaporated. The crude material was dissolved in MeOH (20 mL), a... Reactants: CC(=O)O[BH-](OC(C)=O)OC(C)=O, C=O, CO, CCC(NC(=O)c1cncc2c1cnn2-c1ccc(F)cc1)C1CCNCC1, [Na+]. Product: CCC(NC(=O)c1cncc2c1cnn2-c1ccc(F)cc1)C1CCN(C)CC1. Reaction SMILES: [C:31]([O:32][BH-:33]([O:34][C:35](=[O:36])[CH3:37])[O:38][C:39](=[O:40])[CH3:41])(=[O:42])[CH3:43].[CH2:29]=[O:30].[CH3:45][OH:46].[NH:1]1[CH2:2][CH2:3][CH:4]([CH:7]([CH2:8][CH3:9])[NH:10][C:11](=[O:12])[c:13]2[c:14]3[c:15]([cH:16][n:17][cH:18]2)[n:19](-[c:22]2[cH:23][cH:24][c:25]([F:28])[cH:26][cH:27]2)[n:20][cH:21]3)[CH2:5][CH2:6]1.[Na+:44]>>[N:1]1([CH3:31])[CH2:2][CH2:3][CH:4]([CH:7]([CH2:8][CH3:9])[NH:10][C:11](=[O:12])[c:13]2[c:14]3[c:15]([cH:16][n:17][cH:18]2)[n:19](-[c:22]2[cH:23][cH:24][c:25]([F:28])[cH:26][cH:27]2)[n:20][cH:21]3)[CH2:5][CH2:6]1. The reactants are COC(=O)c1cc(-c2cnc(C(F)(F)F)cc2C#N)c(Cl)cc1OC, ClCCCl, N#N, CNc1ccccc1OC. Yields the product COc1cc(Cl)c(-c2cnc(C(F)(F)F)cc2C#N)cc1C(=O)N(C)c1ccccc1OC. Reaction SMILES: [CH3:11][O:12][C:13]([c:14]1[c:15]([O:33][CH3:34])[cH:16][c:17]([Cl:32])[c:18](-[c:20]2[cH:21][n:22][c:23]([C:28]([F:29])([F:30])[F:31])[cH:24][c:25]2[C:26]#[N:27])[cH:19]1)=[O:35].[Cl:36][CH2:37][CH2:38][Cl:39].[N:40]#[N:41].[O:1]([CH3:2])[c:3]1[c:4]([NH:5][CH3:6])[cH:7][cH:8][cH:9][cH:10]1>>[O:1]([CH3:2])[c:3]1[c:4]([N:5]([CH3:6])[C:13]([c:14]2[c:15]([O:33][CH3:34])[cH:16][c:17]([Cl:32])[c:18](-[c:20]3[cH:21][n:22][c:23]([C:28]([F:29])([F:30])[F:31])[cH:24][c:25]3[C:26]#[N:27])[cH:19]2)=[O:35])[cH:7][cH:8][cH:9][cH:10]1. The reactants are COc1ccc2c(c1)c(C(C)C(=O)[O-])c(C)n2C(=O)c1ccc([N+](=O)[O-])cc1, CC(=O)O, Cc1ccc(S(=O)(=O)O)cc1. Product: COc1ccc2c(c1)c(CC(=O)O)c(C)n2C(=O)c1ccc([N+](=O)[O-])cc1. As a reaction SMILES: [CH3:1][CH:2]([C:3](=[O:4])[O-:5])[c:6]1[c:7]([CH3:28])[n:8]([C:17]([c:18]2[cH:19][cH:20][c:21]([N+:24](=[O:25])[O-:26])[cH:22][cH:23]2)=[O:27])[c:9]2[cH:10][cH:11][c:12]([O:15][CH3:16])[cH:13][c:14]12.[CH3:40][C:41](=[O:42])[OH:43].[c:29]1([CH3:30])[cH:31][cH:32][c:33]([S:34]([OH:35])(=[O:36])=[O:37])[cH:38][cH:39]1>>[CH2:2]([C:3](=[O:4])[OH:5])[c:6]1[c:7]([CH3:28])[n:8]([C:17]([c:18]2[cH:19][cH:20][c:21]([N+:24](=[O:25])[O-:26])[cH:22][cH:23]2)=[O:27])[c:9]2[cH:10][cH:11][c:12]([O:15][CH3:16])[cH:13][c:14]12. Reactants: C=Cc1cnc(C)cn1, CN1CCc2[nH]c3ccc(Cl)cc3c2C1, [K+], [OH-], O. The product is Cc1cnc(CCn2c3c(c4cc(Cl)ccc42)CN(C)CC3)cn1. RXN SMILES: [CH3:18][c:19]1[n:20][cH:21][c:22]([CH:25]=[CH2:26])[n:23][cH:24]1.[Cl:1][c:2]1[cH:3][c:4]2[c:5]3[c:6]([nH:7][c:8]2[cH:9][cH:10]1)[CH2:11][CH2:12][N:13]([CH3:15])[CH2:14]3.[K+:17].[OH-:16].[OH2:27]>>[Cl:1][c:2]1[cH:3][c:4]2[c:5]3[c:6]([n:7]([CH2:26][CH2:25][c:22]4[cH:21][n:20][c:19]([CH3:18])[cH:24][n:23]4)[c:8]2[cH:9][cH:10]1)[CH2:11][CH2:12][N:13]([CH3:15])[CH2:14]3.